From a dataset of the Open Reaction Database (ORD), a public repository of structured organic reaction records. describe an organic reaction: reactants, conditions, products, and yield Starting materials: COC(=O)c1ccc(NP(=O)(OC)OC)cc1, Cl, [Li+], C1COCCO1, [OH-]. The product is COP(=O)(Nc1ccc(C(=O)O)cc1)OC. As a reaction SMILES: [CH3:1][O:2][P:3](=[O:4])([O:5][CH3:6])[NH:7][c:8]1[cH:9][cH:10][c:11]([C:12](=[O:13])[O:14][CH3:15])[cH:16][cH:17]1.[ClH:20].[Li+:19].[O:21]1[CH2:22][CH2:23][O:24][CH2:25][CH2:26]1.[OH-:18]>>[CH3:1][O:2][P:3](=[O:4])([O:5][CH3:6])[NH:7][c:8]1[cH:9][cH:10][c:11]([C:12](=[O:13])[OH:14])[cH:16][cH:17]1.